The task is: describe an organic reaction: reactants, conditions, products, and yield. This data is from the Open Reaction Database (ORD), a public repository of structured organic reaction records. Reactants: O=C(n1ccnc1)n1ccnc1, CC(C)=CCCC(C)=CCOc1ccc(CCC(=O)O)cc1, [H-], Nc1nc(=S)ss1, [Na+], C1CCOC1, O, c1c[nH]cn1. Product: CC(C)=CCCC(C)=CCOc1ccc(CCC(=O)Nc2nc(=S)ss2)cc1. Reaction SMILES: [C:23]([n:24]1[cH:25][cH:26][n:27][cH:28]1)([n:29]1[cH:30][cH:31][n:32][cH:33]1)=[O:34].[CH3:1][C:2](=[CH:3][CH2:4][O:5][c:6]1[cH:7][cH:8][c:9]([CH2:12][CH2:13][C:14](=[O:15])[OH:16])[cH:10][cH:11]1)[CH2:17][CH2:18][CH:19]=[C:20]([CH3:21])[CH3:22].[H-:40].[NH2:42][c:43]1[s:44][s:45][c:46](=[S:48])[n:47]1.[Na+:41].[O:49]1[CH2:50][CH2:51][CH2:52][CH2:53]1.[OH2:54].[nH:35]1[cH:36][cH:37][n:38][cH:39]1>>[CH3:1][C:2](=[CH:3][CH2:4][O:5][c:6]1[cH:7][cH:8][c:9]([CH2:12][CH2:13][C:14](=[O:15])[NH:42][c:43]2[s:44][s:45][c:46](=[S:48])[n:47]2)[cH:10][cH:11]1)[CH2:17][CH2:18][CH:19]=[C:20]([CH3:21])[CH3:22]. Reactants: ClC(C1=CC=CC=C1)(C1=CC=CC=C1)C1=CC=CC=C1 (chlorotriphenyl-methane), ice water, [C@@H]1([C@H](O)[C@@H](O)[C@H](O)[C@H](O1)CO)N=[N+]=[N-] (β-D-glucopyranosyl azide), C(C)(=O)OC(C)=O (acetic anhydride). The solvent is N1=CC=CC=C1 (pyridine), C(Cl)(Cl)Cl (chloroform). Run at temperature 70 celsius, time 3 hour. Yields the product C(C)(=O)O[C@H]1[C@@H](O[C@@H]([C@H]([C@@H]1OC(C)=O)OC(C)=O)COC(C1=CC=CC=C1)(C1=CC=CC=C1)C1=CC=CC=C1)N=[N+]=[N-] (2,3,4-tri-O-acetyl-6-O-trityl-β-D-glucopyranosyl azide). Isolated yield 90.0%. As a reaction SMILES: [C@@H:1]1([N:12]=[N+:13]=[N-:14])[O:9][C@H:8]([CH2:10][OH:11])[C@@H:6]([OH:7])[C@H:4]([OH:5])[C@H:2]1[OH:3].Cl[C:16]([C:29]1[CH:34]=[CH:33][CH:32]=[CH:31][CH:30]=1)([C:23]1[CH:28]=[CH:27][CH:26]=[CH:25][CH:24]=1)[C:17]1[CH:22]=[CH:21][CH:20]=[CH:19][CH:18]=1.C(O[C:39](=[O:41])[CH3:40])(=O)C>N1C=CC=CC=1.C(Cl)(Cl)Cl>[C:2]([O:3][C@@H:2]1[C@@H:4]([O:5][C:4](=[O:5])[CH3:6])[C@H:6]([O:7][C:39](=[O:41])[CH3:40])[C@@H:8]([CH2:10][O:11][C:16]([C:29]2[CH:34]=[CH:33][CH:32]=[CH:31][CH:30]=2)([C:23]2[CH:28]=[CH:27][CH:26]=[CH:25][CH:24]=2)[C:17]2[CH:22]=[CH:21][CH:20]=[CH:19][CH:18]=2)[O:9][C@H:1]1[N:12]=[N+:13]=[N-:14])(=[O:3])[CH3:1]. Procedure details: Composition 4 (3.05 g) was dissolved in dry pyridine (50 ml), chlorotriphenyl-methane (5.01 g) was added and the reaction mixture was stirred at 70° C. for three hours. It was cooled to 0° C., acetic anhydride (6.36 ml) was added dropwise and the mixture was stirred overnight at room temperature. It was poured into ice-water and was diluted with chloroform (300 ml). The organic layer was washed subsequently with water, 2M hydrochloric acid, water, was dried and evaporated to leave 2,3,4-tri-O-ac... Reaction SMILES: [BrH:1].[Cl:2][C:3]1[CH:8]=[CH:7][C:6]([C:9]2(O)[CH2:13][S:12][C:11](=[N:14][C:15]3[CH:20]=[C:19]([O:21][CH3:22])[C:18]([O:23][CH3:24])=[C:17]([O:25][CH3:26])[CH:16]=3)[N:10]2[CH3:27])=[CH:5][C:4]=1[S:29](=[O:34])(=[O:33])[N:30]([CH3:32])[CH3:31]>C(O)(=O)C>[BrH:1].[Cl:2][C:3]1[CH:8]=[CH:7][C:6]([C:9]2[N:10]([CH3:27])[C:11](=[N:14][C:15]3[CH:20]=[C:19]([O:21][CH3:22])[C:18]([O:23][CH3:24])=[C:17]([O:25][CH3:26])[CH:16]=3)[S:12][CH:13]=2)=[CH:5][C:4]=1[S:29](=[O:34])(=[O:33])[N:30]([CH3:31])[CH3:32] |f:0.1,3.4|. Yields the product Br.ClC1=C(C=C(C=C1)C=1N(C(SC1)=NC1=CC(=C(C(=C1)OC)OC)OC)C)S(N(C)C)(=O)=O (4-(4-Chloro-3-dimethylsulfamoylphenyl)-3-methyl-2-(3,4,5-trimethoxyphenyl-imino)-4-thiazoline hydrobromide). Run in C(C)(=O)O (acetic acid). Procedure: Obtained by a procedure analogous to that indicated in Example 1(b), from 4-(4-chloro-3-dimethylsulfamoylphenyl)-3-methyl-2-(3,4,5-trimethoxyphenyl-imino)-thiazolidin-4-ol hydrobromide, by boiling for 30 minutes in glacial acetic acid and precipitating with diisopropyl ether. Melting point 246° C. The reactants are Br.ClC1=C(C=C(C=C1)C1(N(C(SC1)=NC1=CC(=C(C(=C1)OC)OC)OC)C)O)S(N(C)C)(=O)=O (4-(4-chloro-3-dimethylsulfamoylphenyl)-3-methyl-2-(3,4,5-trimethoxyphenyl-imino)-thiazolidin-4-ol hydrobromide). The reactants are C(C)(C)(C)OC(NC(CC1=CC=CC=C1)C(NC1C(CC=2SC=CC21)O)=O)=O ([1-(5-Hydroxy-5,6-dihydro-4H-cyclopenta[b]thiophen-4-ylcarbamoyl)-2-phenyl-ethyl]-carbamic acid tert-butyl ester), C(=O)(C(F)(F)F)O (TFA). Solvent: C(Cl)(Cl)Cl (chloroform). Run at time 3 hour. Yields the product NC(C(=O)NC1C(CC=2SC=CC21)O)CC2=CC=CC=C2 (2-Amino-N-(5-hydroxy-5,6-dihydro-4H-cyclopenta[b]thiophen-4-yl)-3-phenyl-propionamide). Reaction SMILES: C(OC(=O)[NH:7][CH:8]([C:16](=[O:27])[NH:17][CH:18]1[C:25]2[CH:24]=[CH:23][S:22][C:21]=2[CH2:20][CH:19]1[OH:26])[CH2:9][C:10]1[CH:15]=[CH:14][CH:13]=[CH:12][CH:11]=1)(C)(C)C.C(O)(C(F)(F)F)=O>C(Cl)(Cl)Cl>[NH2:7][CH:8]([CH2:9][C:10]1[CH:15]=[CH:14][CH:13]=[CH:12][CH:11]=1)[C:16]([NH:17][CH:18]1[C:25]2[CH:24]=[CH:23][S:22][C:21]=2[CH2:20][CH:19]1[OH:26])=[O:27]. Procedure: Compound 24a was dissolved in chloroform (400 mL) and TFA (100 mL) was added and the mixture was stirred for three hours at room temperature. The organic phase was washed two times with 15% ammonia solution (300 mL) and with brine. The organic phase was dried over sodium sulphate and evaporated. The product was purified by silica gel chromatography with DCM with three to ten percent methanol. Starting materials: C(C)(C)(C)OC(=O)N(S(=O)(=O)C1=CC=C(C(=O)OC)C=C1)C=1N=C2N(C=C(C=C2)Cl)C1C (Methyl 4-(N-(tert-Butoxycarbonyl)-N-(6-chloro-3-methylimidazo[1,2-a]pyridin-2-yl)sulfamoyl)benzoate). Solvent: Cl (HCl), O1CCOCC1 (dioxane). Conditions: time 24 hour. The product is Cl.ClC=1C=CC=2N(C1)C(=C(N2)NS(=O)(=O)C2=CC=C(C(=O)OC)C=C2)C (Methyl 4-(N-(6-chloro-3-methylimidazo[1,2-a]pyridin-2-yl)sulfamoyl)benzoate hydrochloride). Reaction SMILES: C(OC([N:8]([C:22]1[N:23]=[C:24]2[CH:29]=[CH:28][C:27]([Cl:30])=[CH:26][N:25]2[C:31]=1[CH3:32])[S:9]([C:12]1[CH:21]=[CH:20][C:15]([C:16]([O:18][CH3:19])=[O:17])=[CH:14][CH:13]=1)(=[O:11])=[O:10])=O)(C)(C)C>Cl.O1CCOCC1>[ClH:30].[Cl:30][C:27]1[CH:28]=[CH:29][C:24]2[N:25]([C:31]([CH3:32])=[C:22]([NH:8][S:9]([C:12]3[CH:21]=[CH:20][C:15]([C:16]([O:18][CH3:19])=[O:17])=[CH:14][CH:13]=3)(=[O:11])=[O:10])[N:23]=2)[CH:26]=1 |f:3.4|. Procedure: Compound 15-C (0.820 g, 1.71 mmol) was dissolved in 4N HCl in dioxane (44 mL) and the reaction mixture was stirred for 24 h at room temperature. The solvent was evaporated in vacuo and the crude product was washed with ethyl ether. The resulting solid was filtered, washed with additional ethyl ether, and dried in vacuo to give compound 15-D as a white solid (0.610 g, 86%); MS m/z (M+H+) 380.